From a dataset of the Open Reaction Database (ORD), a public repository of structured organic reaction records. describe an organic reaction: reactants, conditions, products, and yield Starting materials: Example 1.001 ( d ), C(C)(C)(C)OC(=O)N[C@@H](CCC)C(=O)O (N-(tert-butoxycarbonyl)-L-norvaline), Cl.C(C)OC([C@@H](N)[C@H](O)C)=O (L-threonine ethyl ester hydrochloride). The product is C(C)(C)(C)OC(=O)N[C@@H](CCC)C(=O)N[C@@H]([C@H](O)C)C(=O)OC (methyl N-(tert-butoxycarbonyl)-L-norvalyl-L-threoninate). As a reaction SMILES: [C:1]([O:5][C:6]([NH:8][C@H:9]([C:13]([OH:15])=O)[CH2:10][CH2:11][CH3:12])=[O:7])([CH3:4])([CH3:3])[CH3:2].Cl.[CH2:17]([O:19][C:20](=[O:26])[C@H:21]([C@@H:23]([CH3:25])[OH:24])[NH2:22])C>>[C:1]([O:5][C:6]([NH:8][C@H:9]([C:13]([NH:22][C@H:21]([C:20]([O:19][CH3:17])=[O:26])[C@@H:23]([CH3:25])[OH:24])=[O:15])[CH2:10][CH2:11][CH3:12])=[O:7])([CH3:2])([CH3:3])[CH3:4] |f:1.2|. Procedure details: The preparation was performed in a similar manner as Example 1.001 (d) Method B from N-(tert-butoxycarbonyl)-L-norvaline (13.0 g, 59.8 mmol) and L-threonine ethyl ester hydrochloride (9.23 g, 54.4 mmol) to give methyl N-(tert-butoxycarbonyl)-L-norvalyl-L-threoninate. MS (APCI): m/z 333 (M+H). Starting materials: 3.00, CI (methyl iodide), N1C=CC2=CC=C(C=C12)C(=O)OC (methyl 6-indolecarboxylate), [OH-].[Na+] (sodium hydroxide). Run in CN(C=O)C (dimethylformamide). Yields the product CN1C=CC2=CC=C(C=C12)C(=O)OC (methyl 1-methyl-6-indolecarboxylate). Yield: 86.9%. As a reaction SMILES: [NH:1]1[C:9]2[C:4](=[CH:5][CH:6]=[C:7]([C:10]([O:12][CH3:13])=[O:11])[CH:8]=2)[CH:3]=[CH:2]1.[OH-].[Na+].[CH3:16]I>CN(C)C=O>[CH3:16][N:1]1[C:9]2[C:4](=[CH:5][CH:6]=[C:7]([C:10]([O:12][CH3:13])=[O:11])[CH:8]=2)[CH:3]=[CH:2]1 |f:1.2|. Procedure: The reaction was carried out in a manner similar to Reference Example 4 except for using 3.00 (17.1 mmol) of methyl 6-indolecarboxylate, 0.68 g (17.1 mmol) of 60% sodium hydroxide, 4.86 g (34.4 mmol) of methyl iodide and 60 ml of dimethylformamide. Thus 2.75 g (86.9%) of methyl 1-methyl-6-indolecarboxylate was obtained. Reactants: CO, CC(C)(C)OC(=O)N1CCC(CNC(=O)C(F)(F)F)(N2CCN(C3CC3)CC2)CC1, [Na+], [OH-]. The product is CC(C)(C)OC(=O)N1CCC(CN)(N2CCN(C3CC3)CC2)CC1. As a reaction SMILES: [CH3:33][OH:34].[CH:1]1([N:4]2[CH2:5][CH2:6][N:7]([C:10]3([CH2:23][NH:24][C:25](=[O:26])[C:27]([F:28])([F:29])[F:30])[CH2:11][CH2:12][N:13]([C:16](=[O:17])[O:18][C:19]([CH3:20])([CH3:21])[CH3:22])[CH2:14][CH2:15]3)[CH2:8][CH2:9]2)[CH2:2][CH2:3]1.[Na+:32].[OH-:31]>>[CH:1]1([N:4]2[CH2:5][CH2:6][N:7]([C:10]3([CH2:23][NH2:24])[CH2:11][CH2:12][N:13]([C:16](=[O:17])[O:18][C:19]([CH3:20])([CH3:21])[CH3:22])[CH2:14][CH2:15]3)[CH2:8][CH2:9]2)[CH2:2][CH2:3]1. Reactants: ClC1=NC=CN=C1NC(C)(C)C (2-chloro-3-(1,1-dimethylethylamino)pyrazine), N1CCNCC1 (piperazine). Product: CC(C)(C)NC=1C(=NC=CN1)N1CCNCC1 (1-[3-(1,1-Dimethylethylamino)-2-pyrazinyl]piperazine). Reaction SMILES: Cl[C:2]1[C:7]([NH:8][C:9]([CH3:12])([CH3:11])[CH3:10])=[N:6][CH:5]=[CH:4][N:3]=1.[NH:13]1[CH2:18][CH2:17][NH:16][CH2:15][CH2:14]1>>[CH3:10][C:9]([NH:8][C:7]1[C:2]([N:13]2[CH2:18][CH2:17][NH:16][CH2:15][CH2:14]2)=[N:3][CH:4]=[CH:5][N:6]=1)([CH3:12])[CH3:11]. Procedure details: Following the general procedure of PREPARATION 25 and making non-critical variations but starting with 2-chloro-3-(1,1-dimethylethylamino)pyrazine (PREPARATION 26, 0.95 g) and piperazine, the title compound is obtained, NMR (CDCl3) 1.47, 1.70, 2.99, 5.02, 7.46 and 7.69δ.